The task is: describe an organic reaction: reactants, conditions, products, and yield. This data is from the Open Reaction Database (ORD), a public repository of structured organic reaction records. The reactants are CC(C)C(=O)Nc1cccc(C2CCN(CC(O)c3ccccc3)CC2)c1, CC(=O)c1cccc(O)c1. Yields the product CC(=O)c1cccc(OC(CN2CCC(c3cccc(NC(=O)C(C)C)c3)CC2)c2ccccc2)c1. Reaction SMILES: [OH:11][CH:12]([CH2:13][N:14]1[CH2:15][CH2:16][CH:17]([c:20]2[cH:21][c:22]([NH:26][C:27]([CH:28]([CH3:29])[CH3:30])=[O:31])[cH:23][cH:24][cH:25]2)[CH2:18][CH2:19]1)[c:32]1[cH:33][cH:34][cH:35][cH:36][cH:37]1.[OH:1][c:2]1[cH:3][c:4]([C:8]([CH3:9])=[O:10])[cH:5][cH:6][cH:7]1>>[O:1]([c:2]1[cH:3][c:4]([C:8]([CH3:9])=[O:10])[cH:5][cH:6][cH:7]1)[CH:12]([CH2:13][N:14]1[CH2:15][CH2:16][CH:17]([c:20]2[cH:21][c:22]([NH:26][C:27]([CH:28]([CH3:29])[CH3:30])=[O:31])[cH:23][cH:24][cH:25]2)[CH2:18][CH2:19]1)[c:32]1[cH:33][cH:34][cH:35][cH:36][cH:37]1. Reactants: ClCCN1CCN(CC1)CC=CC1=CC=CC=C1 (1-(2-chloroethyl)-4-(3-phenyl-2-propenyl)piperazine), [H-].[Na+] (sodium hydride), CC1=CC=C(C(C2=CC=CC=C2)O)C=C1 (4-methylbenzhydrol), O (water). The solvent is C=1(C(=CC=CC1)C)C (xylene), paraffin, C=1(C(=CC=CC1)C)C (xylene). Yields the product CC1=CC=C(C=C1)C(OCCN1CCN(CC1)CC=CC1=CC=CC=C1)C1=CC=CC=C1 (1-[2-[(4-Methylphenyl)phenylmethoxy]ethyl]-4-(3-phenyl-2-propenyl)piperazine). As a reaction SMILES: [H-].[Na+].[CH3:3][C:4]1[CH:17]=[CH:16][C:7]([CH:8]([OH:15])[C:9]2[CH:14]=[CH:13][CH:12]=[CH:11][CH:10]=2)=[CH:6][CH:5]=1.Cl[CH2:19][CH2:20][N:21]1[CH2:26][CH2:25][N:24]([CH2:27][CH:28]=[CH:29][C:30]2[CH:35]=[CH:34][CH:33]=[CH:32][CH:31]=2)[CH2:23][CH2:22]1.O>C1(C)C(C)=CC=CC=1>[CH3:3][C:4]1[CH:17]=[CH:16][C:7]([CH:8]([C:9]2[CH:14]=[CH:13][CH:12]=[CH:11][CH:10]=2)[O:15][CH2:19][CH2:20][N:21]2[CH2:26][CH2:25][N:24]([CH2:27][CH:28]=[CH:29][C:30]3[CH:35]=[CH:34][CH:33]=[CH:32][CH:31]=3)[CH2:23][CH2:22]2)=[CH:6][CH:5]=1 |f:0.1|. Reported procedure: 2 g of 60% sodium hydride in paraffin oil were added to a solution of 10 g (0.05 mol) of 4-methylbenzhydrol in 100 ml of anhydrous xylene. The reaction mixture was refluxed for half an hour and then 12.7 g (0.05 mol) of 1-(2-chloroethyl)-4-(3-phenyl-2-propenyl)piperazine (German pat.appl.2.431.178) in 50 ml of xylene were added dropwise. The reaction mixture was refluxed for another three hours and then cooled and poured into water. The organic layer was separated off, washed with water and conc... The reactants are C1CNCCN1, Nc1ccccc1Sc1ncnc2c(N3CCOCC3)nc(Cl)nc12. The product is Nc1ccccc1Sc1ncnc2c(N3CCOCC3)nc(N3CCNCC3)nc12. RXN SMILES: [CH2:26]1[CH2:27][NH:28][CH2:29][CH2:30][NH:31]1.[NH2:1][c:2]1[c:3]([S:8][c:9]2[n:10][cH:11][n:12][c:13]3[c:14]2[n:15][c:16]([Cl:25])[n:17][c:18]3[N:19]2[CH2:20][CH2:21][O:22][CH2:23][CH2:24]2)[cH:4][cH:5][cH:6][cH:7]1>>[NH2:1][c:2]1[c:3]([S:8][c:9]2[n:10][cH:11][n:12][c:13]3[c:14]2[n:15][c:16]([N:28]2[CH2:27][CH2:26][NH:31][CH2:30][CH2:29]2)[n:17][c:18]3[N:19]2[CH2:20][CH2:21][O:22][CH2:23][CH2:24]2)[cH:4][cH:5][cH:6][cH:7]1. Reactants: COC(C)c1nc(Br)n(Cl)c1Cl, O=C([O-])[O-], CCc1cccc(CC)c1B(O)O, [Na+], [Na+], c1ccc(P(c2ccccc2)(c2ccccc2)[Pd](P(c2ccccc2)(c2ccccc2)c2ccccc2)(P(c2ccccc2)(c2ccccc2)c2ccccc2)P(c2ccccc2)(c2ccccc2)c2ccccc2)cc1. The product is CCc1cccc(CC)c1-c1nc(C(C)OC)c(Cl)n1Cl. Reaction SMILES: [Br:1][c:2]1[n:3][c:4]([CH:9]([CH3:10])[O:11][CH3:12])[c:5]([Cl:8])[n:6]1[Cl:7].[C:103](=[O:104])([O-:105])[O-:106].[CH2:13]([CH3:14])[c:15]1[c:16]([B:23]([OH:24])[OH:25])[c:17]([CH2:21][CH3:22])[cH:18][cH:19][cH:20]1.[Na+:107].[Na+:108].[cH:26]1[cH:27][cH:28][c:29]([P:30]([Pd:31]([P:32]([c:33]2[cH:34][cH:35][cH:36][cH:37][cH:38]2)([c:39]2[cH:40][cH:41][cH:42][cH:43][cH:44]2)[c:45]2[cH:46][cH:47][cH:48][cH:49][cH:50]2)([P:51]([c:52]2[cH:53][cH:54][cH:55][cH:56][cH:57]2)([c:58]2[cH:59][cH:60][cH:61][cH:62][cH:63]2)[c:64]2[cH:65][cH:66][cH:67][cH:68][cH:69]2)[P:70]([c:71]2[cH:72][cH:73][cH:74][cH:75][cH:76]2)([c:77]2[cH:78][cH:79][cH:80][cH:81][cH:82]2)[c:83]2[cH:84][cH:85][cH:86][cH:87][cH:88]2)([c:89]2[cH:90][cH:91][cH:92][cH:93][cH:94]2)[c:95]2[cH:96][cH:97][cH:98][cH:99][cH:100]2)[cH:101][cH:102]1>>[c:2]1(-[c:16]2[c:15]([CH2:13][CH3:14])[cH:20][cH:19][cH:18][c:17]2[CH2:21][CH3:22])[n:3][c:4]([CH:9]([CH3:10])[O:11][CH3:12])[c:5]([Cl:8])[n:6]1[Cl:7]. Reactants: NC1=CC=C(SCC(=O)OC)C=C1 ((4-aminothiophenoxy)-acetic acid, methyl ester), N1=CC(=CC=C1)C=O (3-pyridinecarboxaldehyde). Yields the product N1=CC(=CC=C1)CNC1=CC=C(SCC(=O)OC)C=C1 ([4-(3-Pyridinylmethylamino)thiophenoxy]-acetic Acid, Methyl Ester). As a reaction SMILES: [NH2:1][C:2]1[CH:13]=[CH:12][C:5]([S:6][CH2:7][C:8]([O:10][CH3:11])=[O:9])=[CH:4][CH:3]=1.[N:14]1[CH:19]=[CH:18][CH:17]=[C:16]([CH:20]=O)[CH:15]=1>>[N:14]1[CH:19]=[CH:18][CH:17]=[C:16]([CH2:20][NH:1][C:2]2[CH:3]=[CH:4][C:5]([S:6][CH2:7][C:8]([O:10][CH3:11])=[O:9])=[CH:12][CH:13]=2)[CH:15]=1. Procedure: Following the procedure described in Example 9, (4-aminothiophenoxy)-acetic acid, methyl ester (Preparation 8) is reacted with 3-pyridinecarboxaldehyde (B-5A wherein m is 1) to yield the titled product. Reactants: CCOC(=O)COc1ccc(SCc2cccc3oc(-c4ccc(C(F)(F)F)cc4)nc23)cc1C, CCO, Cl, [Na+], [OH-]. The product is Cc1cc(SCc2cccc3oc(-c4ccc(C(F)(F)F)cc4)nc23)ccc1OCC(=O)O. Reaction SMILES: [CH3:1][c:2]1[c:3]([O:4][CH2:5][C:6](=[O:7])[O:8][CH2:9][CH3:10])[cH:11][cH:12][c:13]([S:15][CH2:16][c:17]2[cH:18][cH:19][cH:20][c:21]3[c:22]2[n:23][c:24](-[c:26]2[cH:27][cH:28][c:29]([C:32]([F:33])([F:34])[F:35])[cH:30][cH:31]2)[o:25]3)[cH:14]1.[CH3:37][CH2:38][OH:39].[ClH:36].[Na+:41].[OH-:40]>>[CH3:1][c:2]1[c:3]([O:4][CH2:5][C:6](=[O:7])[OH:8])[cH:11][cH:12][c:13]([S:15][CH2:16][c:17]2[cH:18][cH:19][cH:20][c:21]3[c:22]2[n:23][c:24](-[c:26]2[cH:27][cH:28][c:29]([C:32]([F:33])([F:34])[F:35])[cH:30][cH:31]2)[o:25]3)[cH:14]1. The reactants are C\C=C\C1=C(OC)C=C(OC)C(OC)=C1 (α-asarone), ClC=1C(C(=C(C(C1Cl)=O)C#N)C#N)=O (DDQ), COC1=C(C=C(C(=C1)OC)OC)CCC (2,4,5-trimethoxyphenylpropane), N[C@@H](C[SeH])C(=O)O (Sec), COC1=C(/C=C/C=O)C=C(C(=C1)OC)OC (trans-2,4,5-trimethoxycinnamaldehyde), COC1=C(/C=C/C=O)C=C(C(=C1)OC)OC (trans-2,4,5-trimethoxycinnamaldehyde), C(C=CC1=CC=CC=C1)=O (cinnamaldehyde), COC1=C(/C=C/C=O)C=C(C(=C1)OC)OC (trans-2,4,5-trimethoxycinnamaldehyde), C\C=C\C1=C(OC)C=C(OC)C(OC)=C1 (α-asarone), phenylpropanoid, ClC=1C(C(=C(C(C1Cl)=O)C#N)C#N)=O (DDQ), COC1=C(/C=C/C=O)C=C(C(=C1)OC)OC (trans-2,4,5-trimethoxycinnamaldehyde), COC1=C(/C=C/C=O)C=C(C(=C1)OC)OC (trans-2,4,5-trimethoxycinnamaldehyde), 25B, C\C=C\C1=C(OC)C=C(OC)C(OC)=C1 (α-asarone), C\C=C\C1=C(OC)C=C(OC)C(OC)=C1 (α-asarone). Run in O1CCOCC1 (dioxane). The product is COC1=C(C=CC=O)C=C(C(=C1)OC)OC (2,4,5-trimethoxycinnamaldehyde). As a reaction SMILES: COC1C=C(OC)C(OC)=CC=1CCC.ClC1C(=O)C(C#N)=C(C#N)C(=O)C=1Cl.C/C=C/C1C=C(OC)C(OC)=CC=1OC.[CH3:45][O:46][C:47]1[CH:56]=[C:55]([O:57][CH3:58])[C:54]([O:59][CH3:60])=[CH:53][C:48]=1/[CH:49]=[CH:50]/[CH:51]=[O:52].N[C@H](C(O)=O)C[SeH].C(=O)C=CC1C=CC=CC=1>O1CCOCC1>[CH3:45][O:46][C:47]1[CH:56]=[C:55]([O:57][CH3:58])[C:54]([O:59][CH3:60])=[CH:53][C:48]=1[CH:49]=[CH:50][CH:51]=[O:52]. Procedure: α-asarone (trans-2,4,5-trimethoxyphenyl-1-propene) is well known for its several pharmacological activities including hypolipideamic and antiplatelet activity but is generally present in traces with β and γ-asarone in various plant species including A. calamus (Patra, A. and Mitra, A. K., J. Nat. Prod., 44, 668-669 (1981); Dung, N. X.; Moi, L. D.; Nam, V. V.; Cu, L. D. and Leclercq, P. A., J. of Ess. Oil Res., 7 (1), 111-112 (1995) and Parmar, V. S.; Jain, S. C.; Bisht, K. S.; Jain, R.; Taneja, ...